From a dataset of the Open Reaction Database (ORD), a public repository of structured organic reaction records. describe an organic reaction: reactants, conditions, products, and yield The product is CCc1c(CCN2CC(C(=O)OC)C2)cccc1-c1cnc(-c2ccc(OC(C)C)c(Cl)c2)s1. As a reaction SMILES: [CH3:28][C:29](=[O:30])[OH:31].[CH3:33][C:34](=[O:35])[O-:36].[CH3:46][CH2:47][OH:48].[Cl:1][c:2]1[cH:3][c:4](-[c:12]2[s:13][c:14](-[c:17]3[c:18]([CH2:26][CH3:27])[c:19]([CH2:23][CH:24]=[O:25])[cH:20][cH:21][cH:22]3)[cH:15][n:16]2)[cH:5][cH:6][c:7]1[O:8][CH:9]([CH3:10])[CH3:11].[ClH:37].[NH:38]1[CH2:39][CH:40]([C:42](=[O:43])[O:44][CH3:45])[CH2:41]1.[Na+:32]>>[Cl:1][c:2]1[cH:3][c:4](-[c:12]2[s:13][c:14](-[c:17]3[c:18]([CH2:26][CH3:27])[c:19]([CH2:23][CH2:24][N:38]4[CH2:39][CH:40]([C:42](=[O:43])[O:44][CH3:45])[CH2:41]4)[cH:20][cH:21][cH:22]3)[cH:15][n:16]2)[cH:5][cH:6][c:7]1[O:8][CH:9]([CH3:10])[CH3:11]. Starting materials: CC(=O)O, CC(=O)[O-], CCO, CCc1c(CC=O)cccc1-c1cnc(-c2ccc(OC(C)C)c(Cl)c2)s1, Cl, COC(=O)C1CNC1, [Na+]. Starting materials: O=C1SCC(N1NS(=O)(=O)C)=O (N-(2,4-dioxothiazolidin-3-yl)methanesulfonamide), FC(C1=C(CN2N=C(C3=CC(=CC=C23)C=O)C#N)C=CC(=C1)C(F)(F)F)(F)F (1-[2,4-bis(trifluoromethyl)benzyl]-3-cyano-1H-indazol-5-carbaldehyde). The product is FC(C1=C(CN2N=C(C3=CC(=CC=C23)\C=C/2\C(N(C(S2)=O)NS(=O)(=O)C)=O)C#N)C=CC(=C1)C(F)(F)F)(F)F (N-[(5Z)-5-({1-[2,4-Bis(trifluoromethyl)benzyl]-3-cyano-1H-indazol-5-yl}methylidene)-2,4-dioxo-1,3-thiazolidin-3-yl]methanesulfonamide). As a reaction SMILES: [O:1]=[C:2]1[N:6]([NH:7][S:8]([CH3:11])(=[O:10])=[O:9])[C:5](=[O:12])[CH2:4][S:3]1.[F:13][C:14]([F:40])([F:39])[C:15]1[CH:34]=[C:33]([C:35]([F:38])([F:37])[F:36])[CH:32]=[CH:31][C:16]=1[CH2:17][N:18]1[C:26]2[C:21](=[CH:22][C:23]([CH:27]=O)=[CH:24][CH:25]=2)[C:20]([C:29]#[N:30])=[N:19]1>>[F:40][C:14]([F:13])([F:39])[C:15]1[CH:34]=[C:33]([C:35]([F:36])([F:37])[F:38])[CH:32]=[CH:31][C:16]=1[CH2:17][N:18]1[C:26]2[C:21](=[CH:22][C:23](/[CH:27]=[C:4]3/[C:5](=[O:12])[N:6]([NH:7][S:8]([CH3:11])(=[O:10])=[O:9])[C:2](=[O:1])[S:3]/3)=[CH:24][CH:25]=2)[C:20]([C:29]#[N:30])=[N:19]1. Procedure: N-[(5Z)-5-({1-[2,4-Bis(trifluoromethyl)benzyl]-3-cyano-1H-indazol-5-yl}methylidene)-2,4-dioxo-1,3-thiazolidin-3-yl]methanesulfonamide was prepared from N-(2,4-dioxothiazolidin-3-yl)methanesulfonamide (from Example 360) and 1-[2,4-bis(trifluoromethyl)benzyl]-3-cyano-1H-indazol-5-carbaldehyde following General Procedure F. Reactants: C(C)(=O)O (acetic acid), C(C)(C)NC(C)C (diisopropylamine), CCCCCC.C(CCC)[Li] (butyllithium hexane), C(C#C)(=O)OCC (ethyl propiolate), COCOC=1C(=CC(=C(C=O)C1)[N+](=O)[O-])C (5-methoxymethoxy-4-methyl-2-nitrobenzaldehyde). The solvent is O1CCCC1 (tetrahydrofuran), O (water), O1CCCC1 (tetrahydrofuran), O1CCCC1 (tetrahydrofuran), O1CCCC1 (tetrahydrofuran). Run at time 30 minute. Product: OC(C#CC(=O)OCC)C1=C(C=C(C(=C1)OCOC)C)[N+](=O)[O-] (ethyl 4-hydroxy-4-(5-methoxymethoxy-4-methyl-2-nitrophenyl)-2-butynoate). As a reaction SMILES: C(NC(C)C)(C)C.CCCCCC.C([Li])CCC.[C:19]([O:23][CH2:24][CH3:25])(=[O:22])[C:20]#[CH:21].[CH3:26][O:27][CH2:28][O:29][C:30]1[C:31]([CH3:41])=[CH:32][C:33]([N+:38]([O-:40])=[O:39])=[C:34]([CH:37]=1)[CH:35]=[O:36].C(O)(=O)C>O1CCCC1.O>[OH:36][CH:35]([C:34]1[CH:37]=[C:30]([O:29][CH2:28][O:27][CH3:26])[C:31]([CH3:41])=[CH:32][C:33]=1[N+:38]([O-:40])=[O:39])[C:21]#[C:20][C:19]([O:23][CH2:24][CH3:25])=[O:22] |f:1.2|. Reported procedure: To a solution of diisopropylamine (6.1 ml, 43.5 mmol) in tetrahydrofuran (60 ml) was added, at -78° C. under an argon atmosphere, a 1.5 N butyllithium hexane solution (27.4 ml, 41.1 mmol). The mixture was stirred for 30 min. A solution of ethyl propiolate (3.4 ml, 33.5 mmol) in tetrahydrofuran (10 ml) and a solution of 5-methoxymethoxy-4-methyl-2-nitrobenzaldehyde (5.45 g, 24.2 mmol) in tetrahydrofuran (50 ml) were added to the reaction mixture in that order, and the mixture was stirred at -78° ... Reactants: BrCC1CC1, CN(C)C=O, NC(=NO)c1c(F)cccc1OC(F)F, [H-], [Na+], O. Product: NC(=NOCC1CC1)c1c(F)cccc1OC(F)F. Reaction SMILES: [Br:18][CH2:19][CH:20]1[CH2:21][CH2:22]1.[CH3:24][N:25]([CH3:26])[CH:27]=[O:28].[F:3][CH:4]([O:5][c:6]1[c:7]([C:8]([NH2:9])=[N:10][OH:11])[c:12]([F:16])[cH:13][cH:14][cH:15]1)[F:17].[H-:1].[Na+:2].[OH2:23]>>[F:3][CH:4]([O:5][c:6]1[c:7]([C:8]([NH2:9])=[N:10][O:11][CH2:19][CH:20]2[CH2:21][CH2:22]2)[c:12]([F:16])[cH:13][cH:14][cH:15]1)[F:17]. Reaction SMILES: Br[CH2:2][C:3]1[CH:4]=[C:5]([C:9](=[O:16])[C:10]2[CH:15]=[CH:14][CH:13]=[CH:12][CH:11]=2)[CH:6]=[CH:7][CH:8]=1.[C-:17]#[N:18].[Na+]>>[C:9]([C:5]1[CH:4]=[C:3]([CH2:2][C:17]#[N:18])[CH:8]=[CH:7][CH:6]=1)(=[O:16])[C:10]1[CH:15]=[CH:14][CH:13]=[CH:12][CH:11]=1 |f:1.2|. Reactants: BrCC=1C=C(C=CC1)C(C1=CC=CC=C1)=O (m-(Bromomethyl)benzophenone), [C-]#N.[Na+] (sodium cyanide). Product: C(C1=CC=CC=C1)(=O)C=1C=C(C=CC1)CC#N ((m-benzoylphenyl)acetonitrile). Reported procedure: m-(Bromomethyl)benzophenone is reacted with sodium cyanide to form (m-benzoylphenyl)acetonitrile which is reacted with diethyl carbonate in the presence of sodium ethoxide to form sodium salt of ethyl alpha-cyano(m-benzoylphenyl)acetate. The sodium salt is reacted with methyl iodide to obtain ethyl alpha-cyano-alpha-(m-benzoylphenyl)propionate. The resulting ester is hydrolyzed and then subjected to decarboxylation to form alpha-(m-benzoylphenyl)propionitrile. Alkaline hydrolysis of alpha-(m-ben... Starting materials: C(#N)C=1C=C(C=CC1OC1=C(C=C(C=C1)C1=CC=C(C=C1)C(F)(F)F)C1=CN=NC=C1)S(=O)(=O)N(C1=NC=NS1)CC1=C(C=C(C=C1)OC)OC (3-Cyano-N-(2,4-dimethoxybenzyl)-4-{[3-pyridazin-4-yl-4′-(trifluoromethyl)biphenyl-4-yl]oxy}-N-1,2,4-thiadiazol-5-ylbenzenesulfonamide). Solvent: solution, Cl (hydrogen chloride), O1CCOCC1 (1,4-dioxane). Run at time 5 hour. The product is C(#N)C=1C=C(C=CC1OC1=C(C=C(C=C1)C1=CC=C(C=C1)C(F)(F)F)C1=CN=NC=C1)S(=O)(=O)NC1=NC=NS1 (3-Cyano-4-{[3-pyridazin-4-yl-4′-(trifluoromethyl)biphenyl-4-yl]oxy}-N-1,2,4-thiadiazol-5-ylbenzenesulfonamide). Isolated yield 45.7%. RXN SMILES: [C:1]([C:3]1[CH:4]=[C:5]([S:32]([N:35](CC2C=CC(OC)=CC=2OC)[C:36]2[S:40][N:39]=[CH:38][N:37]=2)(=[O:34])=[O:33])[CH:6]=[CH:7][C:8]=1[O:9][C:10]1[CH:15]=[CH:14][C:13]([C:16]2[CH:21]=[CH:20][C:19]([C:22]([F:25])([F:24])[F:23])=[CH:18][CH:17]=2)=[CH:12][C:11]=1[C:26]1[CH:31]=[CH:30][N:29]=[N:28][CH:27]=1)#[N:2]>Cl.O1CCOCC1>[C:1]([C:3]1[CH:4]=[C:5]([S:32]([NH:35][C:36]2[S:40][N:39]=[CH:38][N:37]=2)(=[O:33])=[O:34])[CH:6]=[CH:7][C:8]=1[O:9][C:10]1[CH:15]=[CH:14][C:13]([C:16]2[CH:17]=[CH:18][C:19]([C:22]([F:25])([F:23])[F:24])=[CH:20][CH:21]=2)=[CH:12][C:11]=1[C:26]1[CH:31]=[CH:30][N:29]=[N:28][CH:27]=1)#[N:2]. Procedure: 3-Cyano-N-(2,4-dimethoxybenzyl)-4-{[3-pyridazin-4-yl-4′-(trifluoromethyl)biphenyl-4-yl]oxy}-N-1,2,4-thiadiazol-5-ylbenzenesulfonamide (Preparation 26, 210 mg, 0.29 mmol) was dissolved a in 4M solution of hydrogen chloride in 1,4-dioxane (7 mL) and stirred at room temperature for 5 hours. A precipitate formed which was collected by filtration and purified by trituration with dichloromethane followed by silica gel column chromatography (0%-15% methanol in dichloromethane gradient elution) to affor... Reactants: FC1=NC=CC=C1I (2-fluoro-3-iodopyridine), ClC(=O)OC (methyl chloroformate), C[O-].[Na+] (sodium methoxide), C(C)(C)NC(C)C (diisopropylamine), CCCCCC.C(CCC)[Li] (n-butyllithium hexane). Run in C1CCOC1 (THF), O (water), CO (methanol), C1CCOC1 (THF). Reaction conditions: temperature -10 celsius, time 30 minute. Yields the product IC1=CC=NC(=C1C(=O)OC)OC (methyl 4-iodo-2-methoxynicotinate). As a reaction SMILES: [CH:1]([NH:4][CH:5]([CH3:7])C)([CH3:3])C.CCCCCC.C([Li])CCC.FC1[C:25]([I:26])=CC=CN=1.Cl[C:28]([O:30][CH3:31])=[O:29].[CH3:32][O-:33].[Na+]>C1COCC1.CO.O>[I:26][C:25]1[C:3]([C:28]([O:30][CH3:31])=[O:29])=[C:1]([O:33][CH3:32])[N:4]=[CH:5][CH:7]=1 |f:1.2,5.6|. Procedure: To a solution of diisopropylamine (10.4 mL) in THF (150 mL) was added 1.6M n-butyllithium hexane solution (46 mL) under argon atmosphere at −10° C., and the mixture was stirred under argon atmosphere at −10° C. for 30 min. To the reaction mixture was slowly added a solution of 2-fluoro-3-iodopyridine (15 g) in THF (100 mL) at −78° C., and the mixture was stirred under argon atmosphere at −78° C. to −60° C. for 3 hr. To the reaction mixture was slowly added methyl chloroformate (7.21 g) at −78° C... Procedure: The title compound was prepared from (S)-tert-butyl 2-((tert-butyldimethylsilyloxy)methyl)-4-iodo-5-oxo-5,6-dihydropyridine-1(2H)-carboxylate (Intermediate 51, 10 g, 21.39 mmol) following the procedure described for Intermediate 8. The desired product was obtained as a colorless oil (8.87 g, 88%). Starting materials: [Si](C)(C)(C(C)(C)C)OC[C@H]1N(C[C@H](C(=C1)C)O)C(=O)OC(C)(C)C ((2S,5S)-tert-butyl 2-((tert-butyldimethylsilyloxy)methyl)-5-hydroxy-4-methyl-5,6-dihydropyridine-1(2H)-carboxylate), [Si](C)(C)(C(C)(C)C)OC[C@H]1N(CC(C(=C1)I)=O)C(=O)OC(C)(C)C ((S)-tert-butyl 2-((tert-butyldimethylsilyloxy)methyl)-4-iodo-5-oxo-5,6-dihydropyridine-1(2H)-carboxylate), [Si](C)(C)(C(C)(C)C)OC[C@H]1N(CC(C(=C1)I)=O)C(=O)OC(C)(C)C ((S)-tert-butyl 2-((tert-butyldimethylsilyloxy)methyl)-4-iodo-5-oxo-5,6-dihydropyridine-1(2H)-carboxylate). Yields the product [Si](C)(C)(C(C)(C)C)OC[C@H]1N(C[C@H](C(=C1)I)O)C(=O)OC(C)(C)C ((2S,5R)-tert-butyl 2-((tert-butyldimethylsilyloxy)methyl)-5-hydroxy-4-iodo-5,6-dihydropyridine-1(2H)-carboxylate), oil. Yield: 88.0%. As a reaction SMILES: [Si:1]([O:8][CH2:9][C@@H:10]1[CH:15]=[C:14]([I:16])[C:13](=[O:17])[CH2:12][N:11]1[C:18]([O:20][C:21]([CH3:24])([CH3:23])[CH3:22])=[O:19])([C:4]([CH3:7])([CH3:6])[CH3:5])([CH3:3])[CH3:2].[Si](OC[C@@H]1C=C(C)[C@H](O)CN1C(OC(C)(C)C)=O)(C(C)(C)C)(C)C>>[Si:1]([O:8][CH2:9][C@@H:10]1[CH:15]=[C:14]([I:16])[C@H:13]([OH:17])[CH2:12][N:11]1[C:18]([O:20][C:21]([CH3:24])([CH3:23])[CH3:22])=[O:19])([C:4]([CH3:7])([CH3:6])[CH3:5])([CH3:3])[CH3:2].